This data is from the Open Reaction Database (ORD), a public repository of structured organic reaction records. The task is: describe an organic reaction: reactants, conditions, products, and yield Reactants: NC(=O)c1c(C(F)(F)F)ccc(Cl)c1Cl, O, O=P(Cl)(Cl)Cl, c1ccccc1. Product: N#Cc1c(C(F)(F)F)ccc(Cl)c1Cl. Reaction SMILES: [Cl:1][c:2]1[c:3]([C:4](=[O:5])[NH2:6])[c:7]([C:12]([F:13])([F:14])[F:15])[cH:8][cH:9][c:10]1[Cl:11].[OH2:21].[P:16]([Cl:17])([Cl:18])([Cl:19])=[O:20].[cH:22]1[cH:23][cH:24][cH:25][cH:26][cH:27]1>>[Cl:1][c:2]1[c:3]([C:4]#[N:6])[c:7]([C:12]([F:13])([F:14])[F:15])[cH:8][cH:9][c:10]1[Cl:11].